From a dataset of the Open Reaction Database (ORD), a public repository of structured organic reaction records. describe an organic reaction: reactants, conditions, products, and yield Starting materials: Cl (hydrochloric acid), FC1=CC=C(C=C1)C(C(=O)C1=CC=CC=C1)CC(C(C)C)=O (2-(4-Fluorophenyl)-5-methyl-1-phenyl-hexane-1,4-dione), NN1CCC(CC1)C (N-amino-4-methyl-piperidine), CN(C=O)C (dimethylformamide). The solvent is O (water), C1(=CC=CC=C1)C (toluene), C(C)(=O)OCC (ethyl acetate). RXN SMILES: Cl.[F:2][C:3]1[CH:8]=[CH:7][C:6]([CH:9]([CH2:18][C:19](=O)[CH:20]([CH3:22])[CH3:21])[C:10]([C:12]2[CH:17]=[CH:16][CH:15]=[CH:14][CH:13]=2)=O)=[CH:5][CH:4]=1.[NH2:24][N:25]1[CH2:30][CH2:29][CH:28]([CH3:31])[CH2:27][CH2:26]1.CN(C)C=O>C1(C)C=CC=CC=1.C(OCC)(=O)C.O>[F:2][C:3]1[CH:8]=[CH:7][C:6]([C:9]2[CH:18]=[C:19]([CH:20]([CH3:22])[CH3:21])[N:24]([N:25]3[CH2:30][CH2:29][CH:28]([CH3:31])[CH2:27][CH2:26]3)[C:10]=2[C:12]2[CH:17]=[CH:16][CH:15]=[CH:14][CH:13]=2)=[CH:5][CH:4]=1. Procedure details: 3.4 ml of conc. hydrochloric acid are added to 10.1 g (34 mmol) of the compound from Example 2 and 11.6 g (102 mmol) of N-amino-4-methyl-piperidine in 100 ml of toluene AR and 50 ml of dimethylformamide and the mixture is boiled for 24 hours in a water separator. The mixture is cooled, diluted using 200 ml of ethyl acetate and extracted three times using 1N hydrochloric acid and twice using saturated sodium hydrogen carbonate solution. The organic phase is dried over magnesium sulphate and conce... Yields the product FC1=CC=C(C=C1)C1=C(N(C(=C1)C(C)C)N1CCC(CC1)C)C1=CC=CC=C1 (3-(4-Fluorophenyl)-5-isopropyl-1-(4-methylpiperidino)-2- phenyl-pyrrole). The reactants are FC1=C(C(=CC=C1)[N+](=O)[O-])O (2-fluoro-6-nitrophenol), C(C)(=O)OC(C)=O (acetic anhydride), [H][H] (Hydrogen). Reagents/catalysts: [C].[Pd] (palladium carbon). The solvent is C(C)(=O)O (acetic acid). Reaction conditions: time 2 hour. Product: C(C)(=O)NC1=C(C(=CC=C1)F)O (2-acetylamino-6-fluorophenol). The yield is 91.1%. Reaction SMILES: [F:1][C:2]1[CH:7]=[CH:6][CH:5]=[C:4]([N+:8]([O-])=O)[C:3]=1[OH:11].[C:12](OC(=O)C)(=[O:14])[CH3:13].[H][H]>C(O)(=O)C.[C].[Pd]>[C:12]([NH:8][C:4]1[CH:5]=[CH:6][CH:7]=[C:2]([F:1])[C:3]=1[OH:11])(=[O:14])[CH3:13] |f:4.5|. Procedure details: In 290 ml of acetic acid were dissolved 26.4 g (0.168 mole) of 2-fluoro-6-nitrophenol and 17.2 g (0.168 mole) of acetic anhydride, and 3.0 g of 5 % palladium carbon was added thereto. Hydrogen gas was passed through the mixture, with stirring, at room temperature for 2 hours. After the reaction mixture had been filtered and the filtrate concentrated under reduced pressure, the residue was extracted with ethyl acetate. The ethyl acetate layer was washed with water and dried over anhydrous sodium ... Yields the product ClC=1C(=C(C=2N(N1)C(=NN2)N)CC)C (6-Chloro-8-ethyl-7-methyl-[1,2,4]triazolo[4,3-b]pyridazin-3-ylamine). Yield: 112.8%. The solvent is CCO (EtOH), O (water), O (water), CCO (EtOH), O (water). Conditions: time 8 hour. Procedure: (6-Chloro-4-ethyl-5-methylpyridazin-3-yl)hydrazine trifluoroacetic acid salt (W3.008; 340 mg) was initially charged in a mixture of EtOH (12 ml) and water (2 ml) at RT while stirring. Thereafter, cyanogen bromide (240 mg), dissolved in 3 ml of EtOH and 1 ml of water, was cautiously added dropwise and the mixture was stirred for 8 h. After standing overnight, 0.5 eq. cyanogen bromide solution was added and the mixture was stirred again at RT for 4.5 h and then at 55° C. for 2 h. After standing ov... As a reaction SMILES: FC(F)(F)C(O)=O.[Cl:8][C:9]1[N:14]=[N:13][C:12]([NH:15][NH2:16])=[C:11]([CH2:17][CH3:18])[C:10]=1[CH3:19].[N:20]#[C:21]Br.C(=O)([O-])[O-].[K+].[K+]>CCO.O>[Cl:8][C:9]1[C:10]([CH3:19])=[C:11]([CH2:17][CH3:18])[C:12]2[N:13]([C:21]([NH2:20])=[N:16][N:15]=2)[N:14]=1 |f:0.1,3.4.5|. Starting materials: FC(C(=O)O)(F)F.ClC1=C(C(=C(N=N1)NN)CC)C ((6-Chloro-4-ethyl-5-methylpyridazin-3-yl)hydrazine trifluoroacetic acid salt), N#CBr (cyanogen bromide), C([O-])([O-])=O.[K+].[K+] (potassium carbonate), N#CBr (cyanogen bromide). The reactants are ClC1=C(C=C(C=C1)C)C1CC(C=C(C1)NNS(=O)(=O)C1=CC=C(C=C1)C)=O (5-(2-chloro-5-methylphenyl)-1-[2-(4-methylphenylsulfonyl)hydrazino]cyclohexen-3-one), C([O-])([O-])=O.[K+].[K+] (potassium carbonate), CO (methanol), BrCC(C)=O (bromoacetone). Run in COCCOC (1,2-dimethoxyethane). Reaction conditions: time 30 minute. The product is ClC1=C(C=C(C=C1)C)C1CCC=2C(=CN=NC2C1)C (7-(2-chloro-5-methylphenyl)-4-methyl-5,6,7,8-tetrahydrocinnolin). RXN SMILES: [Cl:1][C:2]1[CH:7]=[CH:6][C:5]([CH3:8])=[CH:4][C:3]=1[CH:9]1[CH2:14][C:13]([NH:15][NH:16]S(C2C=CC(C)=CC=2)(=O)=O)=[CH:12][C:11](=O)[CH2:10]1.C(=O)([O-])[O-].[K+].[K+].CO.Br[CH2:37][C:38](=O)[CH3:39]>COCCOC>[Cl:1][C:2]1[CH:7]=[CH:6][C:5]([CH3:8])=[CH:4][C:3]=1[CH:9]1[CH2:14][C:13]2[N:15]=[N:16][CH:37]=[C:38]([CH3:39])[C:12]=2[CH2:11][CH2:10]1 |f:1.2.3|. Reported procedure: A mixture of 5-(2-chloro-5-methylphenyl)-1-[2-(4-methylphenylsulfonyl)hydrazino]cyclohexen-3-one (2.03 g), anhydrous potassium carbonate (1.73 g) and methanol (20 ml) was stirred at room temperature for 30 minutes, and to the mixture were added 1,2-dimethoxyethane (10 ml) and bromoacetone (0.891 g). The mixture was stirred at 80° C. for 4.5 hours. Under reduced pressure, the solvent was evaporated, and to the residue were added ethyl acetate (200 ml) and water (30 ml). The mixture was shaken, an... Starting materials: 60, FC1=CC=C(C=C1)C(=CCCCN1CC2N(CC1)C(NC2=O)(C)C)C2=CC=C(C=C2)F (7-[5,5-bis(4-fluorophenyl)-4-pentenyl]hexahydro-3,3-dimethylimidazo[1,5-a]pyrazin-1(5H)-one), Cl (hydrochloric acid), C([O-])([O-])=O.[K+].[K+] (potassium carbonate). Reaction conditions: time 2 hour. Product: 29.5, O.FC1=CC=C(C=C1)C(=CCCCN1CC(NCC1)C(=O)N)C1=CC=C(C=C1)F (4-[5,5-bis(4-fluorophenyl)-4-pentenyl]-2-piperazinecarboxamide monohydrate). Yield: 50.0%. As a reaction SMILES: [F:1][C:2]1[CH:7]=[CH:6][C:5]([C:8]([C:25]2[CH:30]=[CH:29][C:28]([F:31])=[CH:27][CH:26]=2)=[CH:9][CH2:10][CH2:11][CH2:12][N:13]2[CH2:18][CH2:17][N:16]3C(C)(C)[NH:20][C:21](=[O:22])[CH:15]3[CH2:14]2)=[CH:4][CH:3]=1.Cl.C(=O)([O-])[O-].[K+].[K+]>>[OH2:22].[F:1][C:2]1[CH:7]=[CH:6][C:5]([C:8]([C:25]2[CH:26]=[CH:27][C:28]([F:31])=[CH:29][CH:30]=2)=[CH:9][CH2:10][CH2:11][CH2:12][N:13]2[CH2:18][CH2:17][NH:16][CH:15]([C:21]([NH2:20])=[O:22])[CH2:14]2)=[CH:4][CH:3]=1 |f:2.3.4,5.6|. Reported procedure: A mixture of 60 parts of 7-[5,5-bis(4-fluorophenyl)-4-pentenyl]hexahydro-3,3-dimethylimidazo[1,5-a]pyrazin-1(5H)-one and 850 parts of a hydrochloric acid solution 0.5N was stirred for 2 hours at reflux temperature. After cooling, the reaction mixture was treated with potassium carbonate. The product was extracted with trichloromethane. The extract was dried, filtered and evaporated. The residue was purified by column chromatography over silica gel using a mixture of trichloromethane and methanol...